From a dataset of the Open Reaction Database (ORD), a public repository of structured organic reaction records. describe an organic reaction: reactants, conditions, products, and yield Starting materials: ClC1=C(C(=O)NC=2C=CC3=C(B(OC3(C)C)O)C2)C=CC(=C1)C(C)C (2-chloro-N-(1-hydroxy-3,3-dimethyl-1,3-dihydro-benzo[c][1,2]oxaborol-6-yl)-4-isopropyl-benzamide), C(C=C)[Sn](CCCC)(CCCC)CCCC (allyltributylstannane). Product: ClC1=C(C(=O)NC=2C=CC3=C(B(OC3(C)C)O)C2)C=CC(=C1)CCC (2-Chloro-N-(1-hydroxy-3,3-dimethyl-1,3-dihydro-benzo[c][1,2]oxaborol-6-yl)-4-propyl-benzamide). RXN SMILES: [Cl:1][C:2]1[CH:22]=[C:21](C(C)C)[CH:20]=[CH:19][C:3]=1[C:4]([NH:6][C:7]1[CH:8]=[CH:9][C:10]2[C:14]([CH3:16])([CH3:15])[O:13][B:12]([OH:17])[C:11]=2[CH:18]=1)=[O:5].[CH2:26]([Sn](CCCC)(CCCC)CCCC)[CH:27]=[CH2:28]>>[Cl:1][C:2]1[CH:22]=[C:21]([CH2:26][CH2:27][CH3:28])[CH:20]=[CH:19][C:3]=1[C:4]([NH:6][C:7]1[CH:8]=[CH:9][C:10]2[C:14]([CH3:15])([CH3:16])[O:13][B:12]([OH:17])[C:11]=2[CH:18]=1)=[O:5]. Reported procedure: The title compound was prepared using a procedure similar to that of 2-chloro-N-(1-hydroxy-3,3-dimethyl-1,3-dihydro-benzo[c][1,2]oxaborol-6-yl)-4-isopropyl-benzamide with allyltributylstannane replacing isopropenyltributylstannane. Data: LCMS (M/Z): 358 (M+H); 1H NMR (DMSO-d6) δ: 0.91 (t, J=7.3 Hz, 3 H) 1.44 (s, 6 H) 1.61 (sxt, J=7.4 Hz, 2 H) 2.61 (t, J=7.8 Hz, 2 H) 7.28 (d, J=1.0 Hz, 1 H) 7.37 (d, J=8.3 Hz, 1 H) 7.40 (s, 1 H) 7.48 (d, J=7.8 Hz, 1 H) 7.68 (dd, J=8.2, 2.1 Hz, 1 H) 8.06 (d, J=1.0 ... The reactants are C([O-])([O-])=O.[Na+].[Na+] (sodium carbonate), COC=1C=C(C=CC1)CCN (2-(3-methoxyphenyl)ethylamine), BrCCCCBr (1,4-dibromobutane). Solvent: C=1(C(=CC=CC1)C)C (xylene). Product: N1(CCCC1)CCC=1C=C(C=CC1)OC (3-(2-pyrrolidin-1-ylethyl)anisole). Reaction SMILES: C(=O)([O-])[O-].[Na+].[Na+].[CH3:7][O:8][C:9]1[CH:10]=[C:11]([CH2:15][CH2:16][NH2:17])[CH:12]=[CH:13][CH:14]=1.Br[CH2:19][CH2:20][CH2:21][CH2:22]Br>C1(C)C(C)=CC=CC=1>[N:17]1([CH2:16][CH2:15][C:11]2[CH:10]=[C:9]([O:8][CH3:7])[CH:14]=[CH:13][CH:12]=2)[CH2:22][CH2:21][CH2:20][CH2:19]1 |f:0.1.2|. Procedure details: A stirred suspension of anhydrous sodium carbonate (0.923 g), 2-(3-methoxyphenyl)ethylamine (0.5 g) and 1,4-dibromobutane (0.43 ml) in dry xylene (5.5 ml) was heated under reflux for 16 hours. The reaction mixture was allowed to cool to room temperature and was filtered. The filtrate was extracted with 5N hydrochloric acid. The acidic extracts were washed with ether and then basified with 5N sodium hydroxide solution and extracted with ether. The ether extracts were washed with water, dried and ... The reactants are CN(N)C1=C(C=CC=C1)C (1-methyl-1-(o-toluyl)-hydrazine), [Na] (sodium), C(C)OC(C1=CC(=CC=C1)Cl)=N (m-chlorobenzimidic acid ethyl ester), Cl (hydrochloride), C(C)OC(C1=CC(=CC=C1)Cl)=N (m-chlorobenzimidic acid ethyl ester), C(C)O (ethanol). Reaction conditions: temperature 65 celsius, time 18 hour. Product: CN1N=C(N=C1C1=C(C=CC=C1)C)C1=CC(=CC=C1)Cl (1-Methyl-3-(3-chlorophenyl)-5-(o-tolyl)-1,2,4-triazole). Isolated yield 66.0%. Reaction SMILES: [CH3:1][N:2]([C:4]1[CH:9]=[CH:8][CH:7]=[CH:6][C:5]=1C)[NH2:3].C(O[C:14](=[NH:22])[C:15]1[CH:20]=[CH:19][CH:18]=[C:17]([Cl:21])[CH:16]=1)C.Cl.[Na].[CH2:25](O)[CH3:26]>>[CH3:1][N:2]1[C:4]([C:5]2[CH:6]=[CH:7][CH:8]=[CH:9][C:25]=2[CH3:26])=[N:22][C:14]([C:15]2[CH:20]=[CH:19][CH:18]=[C:17]([Cl:21])[CH:16]=2)=[N:3]1 |^1:23|. Procedure details: A mixture of 6.85 g. of 1-methyl-1-(o-toluyl)-hydrazine, 13.8 g. of m-chlorobenzimidic acid ethyl ester and 1.8 g. of the hydrochloride of m-chlorobenzimidic acid ethyl ester is heated with stirring under vacuum for 18 hours and simultaneously ethanol and m-chlorobenzonitrile are distilled off. Then, maintaining the temperature at about 65° C., 40 ml. of ethanol are added followed by a sodium ethylate solution prepared from 0.336 g. of sodium and 20 ml. of ethanol. The mixture is refluxed for 6 ... Starting materials: CO, O=C[O-], O=[N+]([O-])c1ccc2c(c1)OC(CO)CO2, [NH4+]. Yields the product Nc1ccc2c(c1)OC(CO)CO2. RXN SMILES: [CH3:20][OH:21].[CH:16]([O-:17])=[O:18].[N+:1]([O-:2])(=[O:3])[c:4]1[cH:5][cH:6][c:7]2[c:8]([cH:15]1)[O:9][CH:10]([CH2:13][OH:14])[CH2:11][O:12]2.[NH4+:19]>>[NH2:1][c:4]1[cH:5][cH:6][c:7]2[c:8]([cH:15]1)[O:9][CH:10]([CH2:13][OH:14])[CH2:11][O:12]2. Reactants: CC(C)(C)c1ccc(OS(C)(=O)=O)c(C(C)(C)C)c1, CO, O=CO, [Li+], [OH-], O. Yields the product CC(C)(C)c1cccc(C(C)(C)C)c1. As a reaction SMILES: [CH3:1][S:2]([O:3][c:6]1[c:7]([C:16]([CH3:17])([CH3:18])[CH3:19])[cH:8][c:9]([C:12]([CH3:13])([CH3:14])[CH3:15])[cH:10][cH:11]1)(=[O:4])=[O:5].[CH3:25][OH:26].[CH:20]([OH:21])=[O:22].[Li+:23].[OH-:24].[OH2:27]>>[cH:6]1[c:7]([C:16]([CH3:17])([CH3:18])[CH3:19])[cH:8][c:9]([C:12]([CH3:13])([CH3:14])[CH3:15])[cH:10][cH:11]1. Reactants: [Br-], CC(C)[Mg+], [Mg+]C1CCCCC1, [Cl-], O, ClP(Cl)c1ccccc1. The product is CC(C)P(c1ccccc1)C1CCCCC1. RXN SMILES: [Br-:18].[CH:19]([CH3:20])([CH3:21])[Mg+:22].[CH:2]1([Mg+:8])[CH2:3][CH2:4][CH2:5][CH2:6][CH2:7]1.[Cl-:1].[OH2:23].[c:9]1([P:15]([Cl:16])[Cl:17])[cH:10][cH:11][cH:12][cH:13][cH:14]1>>[CH:2]1([P:15]([c:9]2[cH:10][cH:11][cH:12][cH:13][cH:14]2)[CH:19]([CH3:20])[CH3:21])[CH2:3][CH2:4][CH2:5][CH2:6][CH2:7]1. Yields the product C(/C1=CC=CC=C1)=C\1/N2CCC(C1=O)CC2 ((Z)-2-benzylidenequinuclidin-3-one). Isolated yield 91.2%. Starting materials: N12CC(C(CC1)CC2)=O (3-quinuclidinone), C(C1=CC=CC=C1)=O (benzaldehyde), [OH-].[Na+] (sodium hydroxide). Procedure: A mixture of 3-quinuclidinone (20.9 g, 167 mmol), benzaldehyde (17.7 g, 167 mmol), and one pellet of sodium hydroxide in 75 mL of ethanol was refluxed for 1.5 h. After the solution was cooled, the yellow precipitates were collected, washed with ethanol, and dried to give (Z)-2-benzylidenequinuclidin-3-one (32.5 g, yield: 91.2%, mp 130-132° C.). Reaction SMILES: [N:1]12[CH2:8][CH2:7][CH:4]([CH2:5][CH2:6]1)[C:3](=[O:9])[CH2:2]2.[CH:10](=O)[C:11]1[CH:16]=[CH:15][CH:14]=[CH:13][CH:12]=1.[OH-].[Na+]>C(O)C>[CH:10](=[C:2]1/[N:1]2[CH2:8][CH2:7][CH:4]([C:3]/1=[O:9])[CH2:5][CH2:6]2)/[C:11]1[CH:16]=[CH:15][CH:14]=[CH:13][CH:12]=1 |f:2.3|. The solvent is C(C)O (ethanol). Reactants: CC(C)(C)[O-], CI, [K+], CN(C)C=O, O=c1[nH]nc(-c2ccccc2SCc2ccccc2)o1. Yields the product Cn1nc(-c2ccccc2SCc2ccccc2)oc1=O. Reaction SMILES: [CH3:1][C:2]([CH3:3])([O-:4])[CH3:5].[CH3:27][I:28].[K+:6].[O:29]=[CH:30][N:31]([CH3:32])[CH3:33].[c:7]1([CH2:13][S:14][c:15]2[c:16](-[c:21]3[n:22][nH:23][c:24](=[O:26])[o:25]3)[cH:17][cH:18][cH:19][cH:20]2)[cH:8][cH:9][cH:10][cH:11][cH:12]1>>[CH3:1][n:23]1[n:22][c:21](-[c:16]2[c:15]([S:14][CH2:13][c:7]3[cH:8][cH:9][cH:10][cH:11][cH:12]3)[cH:20][cH:19][cH:18][cH:17]2)[o:25][c:24]1=[O:26]. Starting materials: ClC1=NC=C2C(C(=CN(C2=C1F)C1=C(C=C(C=C1)F)F)C(=O)OCC)=O (ethyl 7-chloro-8-fluoro-1-(2,4-difluorophenyl)-1,4-dihydro-4-oxo-1,6-naphthyridine-3-carboxylate), ice water, O (water), S(O)(O)(=O)=O (sulphuric acid). Solvent: C(C)(=O)O (acetic acid). Yields the product ClC1=NC=C2C(C(=CN(C2=C1F)C1=C(C=C(C=C1)F)F)C(=O)O)=O (7-Chloro-8-fluoro-1-(2,4-difluorophenyl)-1,4-dihydro-4-oxo-1,6-naphthyridine-3-carboxylic acid). As a reaction SMILES: [Cl:1][C:2]1[C:11]([F:12])=[C:10]2[C:5]([C:6](=[O:26])[C:7]([C:21]([O:23]CC)=[O:22])=[CH:8][N:9]2[C:13]2[CH:18]=[CH:17][C:16]([F:19])=[CH:15][C:14]=2[F:20])=[CH:4][N:3]=1.O.S(=O)(=O)(O)O>C(O)(=O)C>[Cl:1][C:2]1[C:11]([F:12])=[C:10]2[C:5]([C:6](=[O:26])[C:7]([C:21]([OH:23])=[O:22])=[CH:8][N:9]2[C:13]2[CH:18]=[CH:17][C:16]([F:19])=[CH:15][C:14]=2[F:20])=[CH:4][N:3]=1. Procedure: 2.9 g (7.6 mmol) of ethyl 7-chloro-8-fluoro-1-(2,4-difluorophenyl)-1,4-dihydro-4-oxo-1,6-naphthyridine-3-carboxylate are heated at reflux in a mixture of 10 ml of acetic acid, 10 ml of water and 1 ml of concentrated sulphuric acid for two hours. The cooled mixture is put into ice-water, and the product is isolated and washed with water. Reactants: O=C(c1ncc[nH]1)c1ncc[nH]1, COC(CNCCc1ccc(F)cc1)OC, Cc1nc(N)sc1C(=O)NCc1cccnc1, C1CCOC1. Yields the product COC(CN(CCc1ccc(F)cc1)C(=O)Nc1nc(C)c(C(=O)NCc2cccnc2)s1)OC. Reaction SMILES: [C:18](=[O:19])([c:20]1[nH:21][cH:22][cH:23][n:24]1)[c:25]1[nH:26][cH:27][cH:28][n:29]1.[F:30][c:31]1[cH:32][cH:33][c:34]([CH2:35][CH2:36][NH:37][CH2:38][CH:39]([O:40][CH3:41])[O:42][CH3:43])[cH:44][cH:45]1.[NH2:1][c:2]1[s:3][c:4]([C:8](=[O:9])[NH:10][CH2:11][c:12]2[cH:13][n:14][cH:15][cH:16][cH:17]2)[c:5]([CH3:7])[n:6]1.[O:46]1[CH2:47][CH2:48][CH2:49][CH2:50]1>>[NH:1]([c:2]1[s:3][c:4]([C:8](=[O:9])[NH:10][CH2:11][c:12]2[cH:13][n:14][cH:15][cH:16][cH:17]2)[c:5]([CH3:7])[n:6]1)[C:18](=[O:19])[N:37]([CH2:36][CH2:35][c:34]1[cH:33][cH:32][c:31]([F:30])[cH:45][cH:44]1)[CH2:38][CH:39]([O:40][CH3:41])[O:42][CH3:43].